This data is from the Open Reaction Database (ORD), a public repository of structured organic reaction records. The task is: describe an organic reaction: reactants, conditions, products, and yield Reaction conditions: time 6 hour. The reactants are ClC1=CC=C(C=C1)C(OC1CCNCC1)C1=NC=CC=C1 (4-[(4-chlorophenyl)-2-pyridylmethoxy]piperidine), BrCCSC=1OC2=C(N1)C=C(C=C2)Cl (2-(2-bromoethylthio)-5-chlorobenzoxazole), C([O-])([O-])=O.[K+].[K+] (potassium carbonate). Reaction SMILES: [Cl:1][C:2]1[CH:7]=[CH:6][C:5]([CH:8]([C:16]2[CH:21]=[CH:20][CH:19]=[CH:18][N:17]=2)[O:9][CH:10]2[CH2:15][CH2:14][NH:13][CH2:12][CH2:11]2)=[CH:4][CH:3]=1.Br[CH2:23][CH2:24][S:25][C:26]1[O:27][C:28]2[CH:34]=[CH:33][C:32]([Cl:35])=[CH:31][C:29]=2[N:30]=1.C(=O)([O-])[O-].[K+].[K+]>O1CCOCC1>[Cl:35][C:32]1[CH:33]=[CH:34][C:28]2[O:27][C:26]([S:25][CH2:24][CH2:23][N:13]3[CH2:12][CH2:11][CH:10]([O:9][CH:8]([C:5]4[CH:6]=[CH:7][C:2]([Cl:1])=[CH:3][CH:4]=4)[C:16]4[CH:21]=[CH:20][CH:19]=[CH:18][N:17]=4)[CH2:15][CH2:14]3)=[N:30][C:29]=2[CH:31]=1 |f:2.3.4|. Solvent: O1CCOCC1 (dioxane). The yield is 53.9%. The product is ClC=1C=CC2=C(N=C(O2)SCCN2CCC(CC2)OC(C2=NC=CC=C2)C2=CC=C(C=C2)Cl)C1 (5-chloro-2-[2-[4-[(4-chlorophenyl)-2-pyridylmethoxy]-1-piperidyl]ethylthio]benzoxazole). Procedure details: After 2.00 g (6.60 mmol) of 4-[(4-chlorophenyl)-2-pyridylmethoxy]piperidine and 2.39 g (8.17 mmol) of 2-(2-bromoethylthio)-5-chlorobenzoxazole were dissolved in 10 ml of dioxane, 1.10 g (7.96 mmol) of potassium carbonate was added to the mixed solution, and the mixture was stirred at an oil bath temperature of 75° to 80° C. for 6 hours. After the reaction, the insolubles were filtered off, and the filtrate was concentrated under reduced pressure. The residue was separated by silica gel column ch... Reactants: C(C)(C)(C)OC([C@H](CNC(C1=CC=C(C=C1)OCCC1=CC=CC(=N1)N)=O)NS(=O)(=O)C1=CC=CC=C1)=O (4-[2-(2-Aminopyridin-6-yl)ethyloxy)benzoyl-2(S)-phenylsulfonylamino-β-alanine t-butyl ester), C(=O)(C(F)(F)F)O (TFA). Solvent: C(Cl)Cl (CH2Cl2). The product is NC1=NC(=CC=C1)CCOC1=CC=C(C(=O)NC[C@@H](C(=O)O)NS(=O)(=O)C2=CC=CC=C2)C=C1 (4-[2-(2-Aminopyridin-6-yl)ethyloxy]benzoyl-2(S)-phenylsulfonylamino-β-alanine). As a reaction SMILES: C([O:5][C:6](=[O:38])[C@@H:7]([NH:28][S:29]([C:32]1[CH:37]=[CH:36][CH:35]=[CH:34][CH:33]=1)(=[O:31])=[O:30])[CH2:8][NH:9][C:10](=[O:27])[C:11]1[CH:16]=[CH:15][C:14]([O:17][CH2:18][CH2:19][C:20]2[N:25]=[C:24]([NH2:26])[CH:23]=[CH:22][CH:21]=2)=[CH:13][CH:12]=1)(C)(C)C.C(O)(C(F)(F)F)=O>C(Cl)Cl>[NH2:26][C:24]1[CH:23]=[CH:22][CH:21]=[C:20]([CH2:19][CH2:18][O:17][C:14]2[CH:13]=[CH:12][C:11]([C:10]([NH:9][CH2:8][C@H:7]([NH:28][S:29]([C:32]3[CH:33]=[CH:34][CH:35]=[CH:36][CH:37]=3)(=[O:31])=[O:30])[C:6]([OH:38])=[O:5])=[O:27])=[CH:16][CH:15]=2)[N:25]=1. Reported procedure: Ester 30-6 (120 mg, 0.22 mmol) was dissolved in 1 mL CH2Cl2, and 1 mL TFA was added. After 1 h the reaction was concentrated azeotroped with toluene, chromatographed (silica, 18:1:1→9:1:1→CH2Cl2 /MeOH/HOAc) and purified by prep HPLC (C18, 0.1% TFA in H2O/CH3CN) providing 30-7 as a white solid. Yields the product IC=1C=C(C(=O)OC)C=CC1 (Methyl 3-iodobenzoate). Reported procedure: 3-iodobenzoic acid (7.44 g, 30 mmol) was suspended in dry MeOH (40 mL) under nitrogen at 0° C. SOCl2 (3.3 mL) was added over 5 minutes. Stirring continued at room temperature for 16 hours, after which the reaction mixture was concentrated. The residue was dissolved in EtOAc and was washed twice with NaHCO3 (conc.). The organic solution was dried over MgSO4, filtered and concentrated to yield a white crystalline solid (7.32 g, 93%). NMR 1H (ppm, CDCl3): 8.36 (t, J4=1.6 Hz, 1H), 7.98 (d, J3=7.8 Hz... Reactants: IC=1C=C(C(=O)O)C=CC1 (3-iodobenzoic acid), O=S(Cl)Cl (SOCl2), CO (MeOH). Isolated yield 93.0%. Reaction SMILES: [I:1][C:2]1[CH:3]=[C:4]([CH:8]=[CH:9][CH:10]=1)[C:5]([OH:7])=[O:6].O=S(Cl)Cl.[CH3:15]O>>[I:1][C:2]1[CH:3]=[C:4]([CH:8]=[CH:9][CH:10]=1)[C:5]([O:7][CH3:15])=[O:6]. Run at time 16 hour. The reactants are C1(=CC=CC=C1)P(C1=CC=CC=C1)C1=CC=CC=C1 (triphenylphosphine), BrBr (Br2), C(=O)(O)[O-].[Na+] (NaHCO3), C(C1=CC=CC=C1)N1N=C(C=C1CO)C ((2-Benzyl-5-methyl-2H-pyrazol-3yl) methanol). Run in C(Cl)(Cl)(Cl)Cl (CCl4), C(Cl)(Cl)(Cl)Cl (CCl4). Reaction conditions: temperature 0 celsius, time 10 minute. The product is C(C1=CC=CC=C1)N1N=C(C=C1CBr)C (1-Benzyl-5-bromomethyl-3-methyl-1H-pyrazole). Isolated yield 61.9%. Reaction SMILES: C1(P(C2C=CC=CC=2)C2C=CC=CC=2)C=CC=CC=1.[Br:20]Br.[CH2:22]([N:29]1[C:33]([CH2:34]O)=[CH:32][C:31]([CH3:36])=[N:30]1)[C:23]1[CH:28]=[CH:27][CH:26]=[CH:25][CH:24]=1.C([O-])(O)=O.[Na+]>C(Cl)(Cl)(Cl)Cl>[CH2:22]([N:29]1[C:33]([CH2:34][Br:20])=[CH:32][C:31]([CH3:36])=[N:30]1)[C:23]1[CH:28]=[CH:27][CH:26]=[CH:25][CH:24]=1 |f:3.4|. Reported procedure: To a stirring solution of 1.10 g (4.21 mmol, 1.2 equiv) of triphenylphosphine in 15 mL of CCl4 at -5° C. is added 200 μL (3.86 mmol, 1.1 equiv) of Br2. The resulting orange-yellow suspension is stirred 10 min at 0° C., then a solution of 710 mg (3.51 mmol) of (2-Benzyl-5-methyl-2H-pyrazol-3yl) methanol, prepared as in Part C, in 5 mL of CCl4 is added over 2 min. The resulting solution is stirred 0.5 h at RT, and then poured into 25 mL NaHCO3 and extracted with Et2O (2×25 mL), dried (MgSO4), and ...